This data is from the Open Reaction Database (ORD), a public repository of structured organic reaction records. The task is: describe an organic reaction: reactants, conditions, products, and yield The reactants are O=C([O-])[O-], CNC, CN(C)C=O, NC(=O)c1sc(-n2cnc3ccc(OCCCl)cc32)nc1-c1cccc(Cl)c1, [I-], [K+], [K+], [K+]. The product is CN(C)CCOc1ccc2ncn(-c3nc(-c4cccc(Cl)c4)c(C(N)=O)s3)c2c1. Reaction SMILES: [C:29](=[O:30])([O-:31])[O-:32].[CH3:37][NH:38][CH3:39].[CH3:40][N:41]([CH3:42])[CH:43]=[O:44].[Cl:1][CH2:2][CH2:3][O:4][c:5]1[cH:6][cH:7][c:8]2[c:9]([n:10](-[c:13]3[s:14][c:15]([C:25](=[O:26])[NH2:27])[c:16](-[c:18]4[cH:19][c:20]([Cl:24])[cH:21][cH:22][cH:23]4)[n:17]3)[cH:11][n:12]2)[cH:28]1.[I-:36].[K+:33].[K+:34].[K+:35]>>[CH2:2]([CH2:3][O:4][c:5]1[cH:6][cH:7][c:8]2[c:9]([n:10](-[c:13]3[s:14][c:15]([C:25](=[O:26])[NH2:27])[c:16](-[c:18]4[cH:19][c:20]([Cl:24])[cH:21][cH:22][cH:23]4)[n:17]3)[cH:11][n:12]2)[cH:28]1)[N:38]([CH3:37])[CH3:39]. Starting materials: BrC=1N(C2=C(C=NC=3C=CC(=CC23)Cl)N1)C1=C(C=CC=C1)Cl (2-Bromo-8-chloro-1-(2-chloro-phenyl)-1H-imidazo[4,5-c]quinoline), C(#N)[Cu] (CuCN). The reagents and catalysts are [C-]#N.C(C)[N+](CC)(CC)CC (tetraethylammonium cyanide), C1=CC=C(C=C1)/C=C/C(=O)/C=C/C2=CC=CC=C2.C1=CC=C(C=C1)/C=C/C(=O)/C=C/C2=CC=CC=C2.C1=CC=C(C=C1)/C=C/C(=O)/C=C/C2=CC=CC=C2.C(Cl)(Cl)Cl.[Pd].[Pd] (tris(dibenzylideneacetone)dipalladium chloroform adduct), C1(=CC=CC=C1)P([C-]1C=CC=C1)C1=CC=CC=C1.[C-]1(C=CC=C1)P(C1=CC=CC=C1)C1=CC=CC=C1.[Fe+2] (1,1′-bis(diphenylphosphino)ferrocene). Solvent: O1CCOCC1 (1,4-dioxane). Run at temperature 140 celsius. Product: ClC1=CC=2C3=C(C=NC2C=C1)N=C(N3C3=C(C=CC=C3)Cl)C#N (8-Chloro-1-(2-chloro-phenyl)-1H-imidazo[4,5-c]quinoline-2-carbonitrile). RXN SMILES: Br[C:2]1[N:3]([C:16]2[CH:21]=[CH:20][CH:19]=[CH:18][C:17]=2[Cl:22])[C:4]2[C:13]3[CH:12]=[C:11]([Cl:14])[CH:10]=[CH:9][C:8]=3[N:7]=[CH:6][C:5]=2[N:15]=1.[C:23]([Cu])#[N:24]>[C-]#N.C([N+](CC)(CC)CC)C.O1CCOCC1.C1C=CC(/C=C/C(/C=C/C2C=CC=CC=2)=O)=CC=1.C1C=CC(/C=C/C(/C=C/C2C=CC=CC=2)=O)=CC=1.C1C=CC(/C=C/C(/C=C/C2C=CC=CC=2)=O)=CC=1.C(Cl)(Cl)Cl.[Pd].[Pd].C1(P(C2C=CC=CC=2)[C-]2C=CC=C2)C=CC=CC=1.[C-]1(P(C2C=CC=CC=2)C2C=CC=CC=2)C=CC=C1.[Fe+2]>[Cl:14][C:11]1[CH:10]=[CH:9][C:8]2[N:7]=[CH:6][C:5]3[N:15]=[C:2]([C:23]#[N:24])[N:3]([C:16]4[CH:21]=[CH:20][CH:19]=[CH:18][C:17]=4[Cl:22])[C:4]=3[C:13]=2[CH:12]=1 |f:2.3,5.6.7.8.9.10,11.12.13|. Procedure details: In an alternative way, the title compound is prepared from 2-bromo-8-chloro-1-(2-chloro-phenyl)-1H-imidazo[4,5-c]quinoline (50 mg, 0.13 mmol; Example 82), CuCN (68 mg, 0.76 mmol; Fluka, Buchs, Switzerland), tris(dibenzylideneacetone)dipalladium chloroform adduct (Pd2(dba)3.CHCl3; 20 mg, 0.02 mmol; Aldrich), 1,1′-bis(diphenylphosphino)ferrocene (DPPF; 45 mg, 0.08 mmol; Aldrich), and tetraethylammonium cyanide (40 mg, 0.25 mmol; Fluka, Buchs, Switzerland) in 5 ml 1,4-dioxane by heating the reactio...